From a dataset of the Open Reaction Database (ORD), a public repository of structured organic reaction records. describe an organic reaction: reactants, conditions, products, and yield Reactants: C1(C2C(C(N1)=O)CC=CC2)=O (1,2,3,6-Tetrahydrophthalimide), [K] (potassium), S(=O)(=O)(O)C1=CC=C(C)C=C1.OCCN1C(=NC=C1[N+](=O)[O-])C (1-(2-hydroxyethyl)-2-methyl-5-nitroimidazole tosylate). The product is CC=1N(C(=CN1)[N+](=O)[O-])CCN1C(C2C(C1=O)CC=CC2)=O (N-[2-(2-methyl-5-nitro-1-imidazolyl)ethyl]-1,2,3,6-tetrahydrophthalimide). RXN SMILES: [C:1]1(=[O:11])[NH:5][C:4](=[O:6])[CH:3]2[CH2:7][CH:8]=[CH:9][CH2:10][CH:2]12.[K].S(C1C=CC(C)=CC=1)(O)(=O)=O.O[CH2:25][CH2:26][N:27]1[C:31]([N+:32]([O-:34])=[O:33])=[CH:30][N:29]=[C:28]1[CH3:35]>>[CH3:35][C:28]1[N:27]([CH2:26][CH2:25][N:5]2[C:1](=[O:11])[CH:2]3[CH2:10][CH:9]=[CH:8][CH2:7][CH:3]3[C:4]2=[O:6])[C:31]([N+:32]([O-:34])=[O:33])=[CH:30][N:29]=1 |f:2.3,^1:11|. Procedure: 1,2,3,6-Tetrahydrophthalimide is converted to the potassium salt and reacted with 1-(2-hydroxyethyl)-2-methyl-5-nitroimidazole tosylate according to the procedure described in Example 13. The crude reaction mixture obtained is concentrated and the concentrate distributed between water and toluene. The toluene layer is separated and the solvent is evaporated to leave a residue which is recrystallized from 2-propanol, affording N-[2-(2-methyl-5-nitro-1-imidazolyl)ethyl]-1,2,3,6-tetrahydrophthalimi... The reactants are COC(COC1=CC2=C(C(=CC=C2C=C1)O)C(C)=O)=O ([(8-acetyl-7-hydroxy-2-naphthalenyl)oxy]acetic acid methyl ester), [H-].[Na+] (sodium hydride), BrCCOCCOCCOCCBr (bis[2-[2-bromoethoxy)ethyl]ether). Run in CN(C=O)C (dimethylformamide). Conditions: time 40 minute. Product: COC(COC1=CC2=C(C(=CC=C2C=C1)OCCOCCOCCOCCBr)C(C)=O)=O ([[8-acetyl-7-[2-[2-[2-(2-bromoethoxy)ethoxy]ethoxy]ethoxy]-2-naphthalenyl]oxy]acetic acid methyl ester). The yield is 80.1%. RXN SMILES: [CH3:1][O:2][C:3](=[O:20])[CH2:4][O:5][C:6]1[CH:15]=[CH:14][C:13]2[C:8](=[C:9]([C:17](=[O:19])[CH3:18])[C:10]([OH:16])=[CH:11][CH:12]=2)[CH:7]=1.[H-].[Na+].[Br:23][CH2:24][CH2:25][O:26][CH2:27][CH2:28][O:29][CH2:30][CH2:31][O:32][CH2:33][CH2:34]Br>CN(C)C=O>[CH3:1][O:2][C:3](=[O:20])[CH2:4][O:5][C:6]1[CH:15]=[CH:14][C:13]2[C:8](=[C:9]([C:17](=[O:19])[CH3:18])[C:10]([O:16][CH2:34][CH2:33][O:32][CH2:31][CH2:30][O:29][CH2:28][CH2:27][O:26][CH2:25][CH2:24][Br:23])=[CH:11][CH:12]=2)[CH:7]=1 |f:1.2|. Reported procedure: Under an argon atmosphere, 2 g of [(8-acetyl-7-hydroxy-2-naphthalenyl)oxy]acetic acid methyl ester was added to a suspension of 0.32 g of 60% sodium hydride in 30 ml of anhydrous dimethylformamide. The mixture was stirred at room temperature for 40 minutes and then 11.6 g of bis[2-[2-bromoethoxy)ethyl]ether was added and the mixture was stirred at room temperature for 20 hours. The resulting dark mixture was concentrated in vacuo to an oil which was dissolved in methylene chloride, washed with w... Reactants: Cl (HCl), O1CCOCC1 (dioxane), C(C)(C)(C)OC(NCC=1N=NN(C1)CC1=NC(=CC=C1)NC=1SC(=CC1C(=O)N)C1=C(C=C(C=C1F)C(C)(C)O)F)=O (tert-butyl[(1-{[6-({3-(aminocarbonyl)-5-[2,6-difluoro-4-(1-hydroxy-1-methylethyl)phenyl]-2-thienyl}amino)pyridin-2-yl]methyl}-1H-1,2,3-triazol-4-yl)methyl]carbamate). Run in CCOC(=O)C (EtOAc). Run at temperature 0 celsius, time 4 hour. Product: NCC=1N=NN(C1)CC1=CC=CC(=N1)NC=1SC(=CC1C(=O)N)C1=C(C=C(C=C1F)C(C)(C)O)F (2-[(6-{[4-(Aminomethyl)-1H-1,2,3-triazol-1-yl]methyl}pyridin-2-yl)amino]-5-[2,6-difluoro-4-(1-hydroxy-1-methylethyl)phenyl]thiophene-3-carboxamide). As a reaction SMILES: C(OC(=O)[NH:7][CH2:8][C:9]1[N:10]=[N:11][N:12]([CH2:14][C:15]2[CH:20]=[CH:19][CH:18]=[C:17]([NH:21][C:22]3[S:23][C:24]([C:30]4[C:35]([F:36])=[CH:34][C:33]([C:37]([OH:40])([CH3:39])[CH3:38])=[CH:32][C:31]=4[F:41])=[CH:25][C:26]=3[C:27]([NH2:29])=[O:28])[N:16]=2)[CH:13]=1)(C)(C)C.Cl.O1CCOCC1>CCOC(C)=O>[NH2:7][CH2:8][C:9]1[N:10]=[N:11][N:12]([CH2:14][C:15]2[N:16]=[C:17]([NH:21][C:22]3[S:23][C:24]([C:30]4[C:31]([F:41])=[CH:32][C:33]([C:37]([OH:40])([CH3:38])[CH3:39])=[CH:34][C:35]=4[F:36])=[CH:25][C:26]=3[C:27]([NH2:29])=[O:28])[CH:18]=[CH:19][CH:20]=2)[CH:13]=1. Reported procedure: To a suspension of tert-butyl[(1-{[6-({3-(aminocarbonyl)-5-[2,6-difluoro-4-(1-hydroxy-1-methylethyl)phenyl]-2-thienyl}amino)pyridin-2-yl]methyl}-1H-1,2,3-triazol-4-yl)methyl]carbamate (90 mg, 0.15 mmol) in EtOAc (7.0 mL) at ° C. was added 4 M HCl in dioxane (1.88 mL, 7.50 mmol). The reaction was stirred at 0° C. for 4 h. The yellow suspension was quenched with saturated NaHCO3 and extracted with 5:1 CH2Cl2:MeOH (2×). The combined organic layers were dried (MgSO4), filtered, and evaporated. The r... Starting materials: CSC1=CC(=NC=N1)CC#N ([6-(methylthio)-4-pyrimidinyl]acetonitrile), CSC1=CC(=NC=N1)CC#N ([6-(methylthio)-4-pyrimidinyl]acetonitrile), ClC=1C=C(C(=O)OO)C=CC1 (3-chloroperoxybenzoic acid). Solvent: C(Cl)Cl (DCM). Reaction conditions: time 3 hour. The product is CS(=O)C1=CC(=NC=N1)CC#N ([6-(methylsulfinyl)-4-pyrimidinyl]acetonitrile). The yield is 46.8%. RXN SMILES: [CH3:1][S:2][C:3]1[N:8]=[CH:7][N:6]=[C:5]([CH2:9][C:10]#[N:11])[CH:4]=1.ClC1C=C(C=CC=1)C(OO)=[O:17]>C(Cl)Cl>[CH3:1][S:2]([C:3]1[N:8]=[CH:7][N:6]=[C:5]([CH2:9][C:10]#[N:11])[CH:4]=1)=[O:17]. Reported procedure: To a suspension of [6-(methylthio)-4-pyrimidinyl]acetonitrile (Intermediate 15, 292 mg, 1.767 mmol) in DCM (15 mL) was added 3-chloroperoxybenzoic acid (457 mg, 2.65 mmol) at 0° C. The reaction mixture was allowed to warm to room temperature and kept stirring for 3 hours. The reaction mixture was quenched with saturated sodium thiosulfate solution (10 mL) and vigorously stirred for 30 minutes, then treated with DCM (75 mL). The reaction mixture was partitioned between DCM and water. The organic ... Starting materials: C1(CCCC1)C(C)NC1=CC=C(C(=O)CC(=O)OCC)C=C1 (ethyl 4-(1-cyclopentylethylamino)-benzoylacetate), [OH-].[K+] (potassium hydroxide), S(O)(O)(=O)=O (sulfuric acid). Run in O.C(C)O (water ethanol). Yields the product C1(CCCC1)C(C)NC1=CC=C(C(=O)CC(=O)O)C=C1 (4-(1-cyclopentylethylamino)benzoylacetic acid). RXN SMILES: [CH:1]1([CH:6]([NH:8][C:9]2[CH:22]=[CH:21][C:12]([C:13]([CH2:15][C:16]([O:18]CC)=[O:17])=[O:14])=[CH:11][CH:10]=2)[CH3:7])[CH2:5][CH2:4][CH2:3][CH2:2]1.[OH-].[K+].S(=O)(=O)(O)O>O.C(O)C>[CH:1]1([CH:6]([NH:8][C:9]2[CH:10]=[CH:11][C:12]([C:13]([CH2:15][C:16]([OH:18])=[O:17])=[O:14])=[CH:21][CH:22]=2)[CH3:7])[CH2:5][CH2:4][CH2:3][CH2:2]1 |f:1.2,4.5|. Reported procedure: Two grams of ethyl 4-(1-cyclopentylethylamino)-benzoylacetate is added to a solution of potassium hydroxide in 50 ml. of 1:9 water-ethanol. The reaction of neutralization with sulfuric acid gave a precipitate which is filtered, washed with water, and dried to yield 4-(1-cyclopentylethylamino)benzoylacetic acid.